Dataset: the Open Reaction Database (ORD), a public repository of structured organic reaction records. Task: describe an organic reaction: reactants, conditions, products, and yield Reaction SMILES: Br[C:2]1[CH:7]=[CH:6][C:5]([CH3:8])=[CH:4][CH:3]=1.II.[CH2:11]([N:18]1[CH2:23][CH2:22][C:21](=[O:24])[CH2:20][CH2:19]1)[C:12]1[CH:17]=[CH:16][CH:15]=[CH:14][CH:13]=1.[NH4+].[Cl-]>CCOCC.CCOC(C)=O>[CH2:11]([N:18]1[CH2:23][CH2:22][C:21]([C:2]2[CH:7]=[CH:6][C:5]([CH3:8])=[CH:4][CH:3]=2)([OH:24])[CH2:20][CH2:19]1)[C:12]1[CH:13]=[CH:14][CH:15]=[CH:16][CH:17]=1 |f:3.4|. Solvent: CCOCC (Et2O), CCOC(=O)C (EtOAc), CCOCC (Et2O), CCOCC (Et2O). Product: C(C1=CC=CC=C1)N1CCC(CC1)(O)C1=CC=C(C=C1)C (1-Benzyl-4-p-tolyl-piperidin-4-ol). Reported procedure: A solution of 4-bromotoluene (1.017 g, 5.94 mmol) in anhydrous Et2O (6 mL), is added dropwise to a mixture of Mg (0.159 g, 6.54 mmol) and a catalytic amount of I2 (0.015 g, 0.26 mmol) in anhydrous Et2O (10 mL). The mixture is stirred at reflux for 5 h under nitrogen. To this cloudy solution is added dropwise at 0° C., a solution of N-benzyl-4-piperidone (1.063 mL, 5.94 mmol) in anhydrous Et2O (6 mL) and the mixture is stirred at reflux for 1.5 h. After cooling, the mixture is poured into sat. NH... The reactants are C(C1=CC=CC=C1)N1CCC(CC1)=O (N-benzyl-4-piperidone), [NH4+].[Cl-] (NH4Cl), BrC1=CC=C(C=C1)C (4-bromotoluene), Mg, II (I2). Reactants: CC(C)c1nn(Cc2ccc(Br)cc2)c(=O)c(C(=O)NCC(=O)O)c1O, O=C([O-])[O-], C1COCCO1, Cl, [K+], [K+], O, c1ccc(P(c2ccccc2)(c2ccccc2)[Pd](P(c2ccccc2)(c2ccccc2)c2ccccc2)(P(c2ccccc2)(c2ccccc2)c2ccccc2)P(c2ccccc2)(c2ccccc2)c2ccccc2)cc1, OB(O)c1ccncc1. The product is CC(C)c1nn(Cc2ccc(-c3ccncc3)cc2)c(=O)c(C(=O)NCC(=O)O)c1O. Reaction SMILES: [Br:1][c:2]1[cH:3][cH:4][c:5]([CH2:8][n:9]2[n:10][c:11]([CH:24]([CH3:25])[CH3:26])[c:12]([OH:23])[c:13]([C:16](=[O:17])[NH:18][CH2:19][C:20](=[O:21])[OH:22])[c:14]2=[O:15])[cH:6][cH:7]1.[C:36](=[O:37])([O-:38])[O-:39].[CH2:43]1[O:44][CH2:45][CH2:46][O:47][CH2:48]1.[ClH:42].[K+:40].[K+:41].[OH2:49].[cH:50]1[cH:51][cH:52][c:53]([P:54]([Pd:55]([P:56]([c:57]2[cH:58][cH:59][cH:60][cH:61][cH:62]2)([c:63]2[cH:64][cH:65][cH:66][cH:67][cH:68]2)[c:69]2[cH:70][cH:71][cH:72][cH:73][cH:74]2)([P:75]([c:76]2[cH:77][cH:78][cH:79][cH:80][cH:81]2)([c:82]2[cH:83][cH:84][cH:85][cH:86][cH:87]2)[c:88]2[cH:89][cH:90][cH:91][cH:92][cH:93]2)[P:94]([c:95]2[cH:96][cH:97][cH:98][cH:99][cH:100]2)([c:101]2[cH:102][cH:103][cH:104][cH:105][cH:106]2)[c:107]2[cH:108][cH:109][cH:110][cH:111][cH:112]2)([c:113]2[cH:114][cH:115][cH:116][cH:117][cH:118]2)[c:119]2[cH:120][cH:121][cH:122][cH:123][cH:124]2)[cH:125][cH:126]1.[n:27]1[cH:28][cH:29][c:30]([B:33]([OH:34])[OH:35])[cH:31][cH:32]1>>[c:2]1(-[c:30]2[cH:29][cH:28][n:27][cH:32][cH:31]2)[cH:3][cH:4][c:5]([CH2:8][n:9]2[n:10][c:11]([CH:24]([CH3:25])[CH3:26])[c:12]([OH:23])[c:13]([C:16](=[O:17])[NH:18][CH2:19][C:20](=[O:21])[OH:22])[c:14]2=[O:15])[cH:6][cH:7]1. Reactants: O=C1N2CCSCCSCCN(C(COCCOC1)=O)CCSCCSCC2 (2,9-dioxo-4,7-dioxa-13,16,21,24-tetrathia-1,10-diazabicyclo[8,8,8]-hexacosane), B2H6. The solvent is O1CCCC1 (tetrahydrofuran). Yields the product N12CCOCCOCCN(CCSCCSCC1)CCSCCSCC2 (4,7-dioxa-13,16,21,24-tetrathia-1,10-diazabicyclo[8,8,8]hexacosane). Yield: 95.0%. As a reaction SMILES: O=[C:2]1[CH2:19][O:18][CH2:17][CH2:16][O:15][CH2:14][C:13](=O)[N:12]2[CH2:21][CH2:22][S:23][CH2:24][CH2:25][S:26][CH2:27][CH2:28][N:3]1[CH2:4][CH2:5][S:6][CH2:7][CH2:8][S:9][CH2:10][CH2:11]2.[H]1[BH2][H][BH2]1>O1CCCC1>[N:3]12[CH2:4][CH2:5][S:6][CH2:7][CH2:8][S:9][CH2:10][CH2:11][N:12]([CH2:21][CH2:22][S:23][CH2:24][CH2:25][S:26][CH2:27][CH2:28]1)[CH2:13][CH2:14][O:15][CH2:16][CH2:17][O:18][CH2:19][CH2:2]2. Procedure details: A solution of 0.6 g. of the bicyclic diamide obtained in Example 34 in 10 ml. tetrahydrofuran is slowly added to 10 ml. of the freshly prepared B2H6 solution (1.5 M) under nitrogen atmosphere and at a temperature of 0° C. The mixture is refluxed for two hours. The excess reagent is destroyed by adding 5 ml. of water and the solution is evaporated on a rotatory evaporator under vacuum. The solid residue is treated with 50 ml. 6 N hydrochloric acid under reflux for two hours. The mixture is evapor... Reactants: C([O-])([O-])=O.[Cs+].[Cs+] (Cesium carbonate), C1=CC=CC=2C(C3=C(C=CC21)C=CC=C3)C=3C(NC(NC3)=O)=O (5-{5H-Dibenzo[a,d]cyclohepten-5-yl}-2,4(1H,3H)-pyrimidinedione), ClC=1N=NC(=CC1)Cl (3,6-dichloropyridazine). The solvent is CS(=O)C (dimethylsulphoxide). Reaction conditions: temperature 80 celsius. Yields the product C1=CC=CC=2C(C3=C(C=CC21)C=CC=C3)C=3C(NC(N(C3)C=3N=NC(=CC3)Cl)=O)=O (5-{5H-Dibenzo[a,d]cyclohepten-5-yl}-1-[6-chloropyridazin-3-yl]-2,4(1H,3H)-pyrimidinedione). As a reaction SMILES: C(=O)([O-])[O-].[Cs+].[Cs+].[CH:7]1[C:17]2[CH:16]=[CH:15][C:14]3[CH:18]=[CH:19][CH:20]=[CH:21][C:13]=3[CH:12]([C:22]3[C:23](=[O:29])[NH:24][C:25](=[O:28])[NH:26][CH:27]=3)[C:11]=2[CH:10]=[CH:9][CH:8]=1.[Cl:30][C:31]1[N:32]=[N:33][C:34](Cl)=[CH:35][CH:36]=1>CS(C)=O>[CH:7]1[C:17]2[CH:16]=[CH:15][C:14]3[CH:18]=[CH:19][CH:20]=[CH:21][C:13]=3[CH:12]([C:22]3[C:23](=[O:29])[NH:24][C:25](=[O:28])[N:26]([C:34]4[N:33]=[N:32][C:31]([Cl:30])=[CH:36][CH:35]=4)[CH:27]=3)[C:11]=2[CH:10]=[CH:9][CH:8]=1 |f:0.1.2|. Reported procedure: Cesium carbonate (2.15 g) was added to a stirred solution of the product of example 1 step (iv) (2 g) in dimethylsulphoxide (20 ml). After 5 minutes 3,6-dichloropyridazine (1 g) was added and the mixture heated at 80° C. for 3 hours. The mixture was partitioned between ethyl acetate and water. The organic phase was dried (MgSO4) and evaporated. The residue was purified by chromatography eluting with 50% ethyl acetate in isohexane. Yield 1.8 g. RXN SMILES: C[O:2][C:3](=O)[C:4]1[CH:9]=[C:8]([CH2:10][CH:11]=[CH2:12])[C:7]([Cl:13])=[CH:6][C:5]=1[NH:14][C:15](=[O:25])[CH2:16][C:17]1[CH:22]=[C:21]([CH3:23])[CH:20]=[C:19]([CH3:24])[CH:18]=1.C[Si]([N-][Si](C)(C)C)(C)C.[Na+]>O1CCCC1>[CH2:10]([C:8]1[CH:9]=[C:4]2[C:5](=[CH:6][C:7]=1[Cl:13])[NH:14][C:15](=[O:25])[C:16]([C:17]1[CH:18]=[C:19]([CH3:24])[CH:20]=[C:21]([CH3:23])[CH:22]=1)=[C:3]2[OH:2])[CH:11]=[CH2:12] |f:1.2|. Run at time 4 hour. The reactants are COC(C1=C(C=C(C(=C1)CC=C)Cl)NC(CC1=CC(=CC(=C1)C)C)=O)=O (5-allyl-4-chloro-2-[2-(3,5-dimethylphenyl)-acetylamino]-benzoic acid methyl ester), C[Si](C)(C)[N-][Si](C)(C)C.[Na+] (sodium bis(trimethylsilyl)amide), solution. The yield is 75.0%. The solvent is O1CCCC1 (tetrahydrofuran). Procedure: To a solution of 5-allyl-4-chloro-2-[2-(3,5-dimethylphenyl)-acetylamino]-benzoic acid methyl ester (1.4 g in 40 mL dry tetrahydrofuran) at 0° C. was added dropwise a solution of sodium bis(trimethylsilyl)amide (9.8 mL of a 1.0M solution in tetrahydrofuran) and the mixture warmed to room temperature. After 4 hours, the reaction was cooled to 0° C. and quenched by the addition of of 200 mL iced 6N hydrochloric acid. The slurry was stirred for 15 minutes then filtered and washed sequentially with i... Yields the product C(C=C)C=1C=C2C(=C(C(NC2=CC1Cl)=O)C1=CC(=CC(=C1)C)C)O (6-allyl-7-chloro-3-(3,5-dimethylphenyl)-4-hydroxy-1H-quinolin-2-one).